Dataset: the Open Reaction Database (ORD), a public repository of structured organic reaction records. Task: describe an organic reaction: reactants, conditions, products, and yield Starting materials: CCCCC[C@@H](/C=C/[C@H]1[C@@H](CC(=O)[C@@H]1CCCCCCC(=O)O)O)O (PGE1), 11-desoxy-PGE2, CCCCC[C@@H](/C=C/[C@H]1[C@@H](CC(=O)[C@@H]1C/C=C\CCCC(=O)O)O)O (PGE2), [H-] (Hydride), 11-desoxy-PGE1. Yields the product CCCCC[C@@H](/C=C/[C@H]1[C@@H](C[C@@H]([C@@H]1CCCCCCC(=O)O)O)O)O (PGF1), CCCCC[C@@H](/C=C/[C@H]1[C@@H](C[C@@H]([C@@H]1C/C=C\CCCC(=O)O)O)O)O (PGF2), 11-desoxy-PGF2. Reaction SMILES: [H-].[CH3:2][CH2:3][CH2:4][CH2:5][CH2:6][C@H:7]([OH:26])/[CH:8]=[CH:9]/[C@@H:10]1[C@@H:15]([CH2:16][CH2:17][CH2:18][CH2:19][CH2:20][CH2:21][C:22]([OH:24])=[O:23])[C:13](=[O:14])[CH2:12][C@H:11]1[OH:25].[CH3:27][CH2:28][CH2:29][CH2:30][CH2:31][C@H:32]([OH:51])/[CH:33]=[CH:34]/[C@@H:35]1[C@@H:40]([CH2:41]/[CH:42]=[CH:43]\[CH2:44][CH2:45][CH2:46][C:47]([OH:49])=[O:48])[C:38](=[O:39])[CH2:37][C@H:36]1[OH:50]>>[CH3:2][CH2:3][CH2:4][CH2:5][CH2:6][C@H:7]([OH:26])/[CH:8]=[CH:9]/[C@@H:10]1[C@@H:15]([CH2:16][CH2:17][CH2:18][CH2:19][CH2:20][CH2:21][C:22]([OH:24])=[O:23])[C@@H:13]([OH:14])[CH2:12][C@H:11]1[OH:25].[CH3:27][CH2:28][CH2:29][CH2:30][CH2:31][C@H:32]([OH:51])/[CH:33]=[CH:34]/[C@@H:35]1[C@@H:40]([CH2:41]/[CH:42]=[CH:43]\[CH2:44][CH2:45][CH2:46][C:47]([OH:49])=[O:48])[C@@H:38]([OH:39])[CH2:37][C@H:36]1[OH:50]. Procedure details: Hydride reduction of the PGE1, PGE2, 11-desoxy-PGE1, and 11-desoxy-PGE2 analogues described in Sections B, C, and D, above, yield the corresponding PGF1, PGF2, 11-desoxy-PGF1 and 11-desoxy-PGF2 analogues, respectively: Reactants: O (water), 156, N1C=NC=C1 (imidazole), CC(C)(C)[Si](C)(C)Cl (TBSCl). The solvent is C(Cl)Cl (CH2Cl2). Run at time 1 hour. The product is C(C)(C)(C)[Si](OCCN)(C)C (t-Butyldimethyl(2-aminoethoxy)silane). Isolated yield 30.0%. As a reaction SMILES: N1[CH:5]=[CH:4][N:3]=C1.[CH3:6][C:7]([Si:10](Cl)([CH3:12])[CH3:11])([CH3:9])[CH3:8].[OH2:14]>C(Cl)Cl>[C:7]([Si:10]([CH3:12])([CH3:11])[O:14][CH2:5][CH2:4][NH2:3])([CH3:9])([CH3:8])[CH3:6]. Procedure: 1.97 mL (32.74 mmol) of 156 and 2.455 g (36.06 mmol) of imidazole were dissolved in 15 mL of CH2Cl2 and 5.18 g (34.37 mmol) of TBSCl was carefully added. After 1 h at room temperature, the mixture was concentrated and loaded on a silica gel flash chromatographic column. Elution with a mixture of 20:1 (v/v) CH2Cl2/methanol containing 0.5% (by volume) triethylamine failed to afford pure product. The eluted mixture was dissolved in water, extracted with diethyl ether (3×) and dried over sodium sulf... Reactants: CC1=CC=C(C=C1)C1(OC(N2C1CNCC2)=O)C2=CC=C(C=C2)C (1,1-bis(4-methylphenyl)-hexahydro-3H-oxazolo[3,4-a]pyrazin-3-one), FC1=C(C=CC(=C1)F)N=C=O (2,4-difluorophenyl isocyanate). The solvent is O (water), O1CCCC1 (tetrahydrofuran). Run at temperature 0 celsius, time 1 hour. The product is CC1=CC=C(C=C1)C1(OC(N2C1CN(CC2)C(=O)NC2=C(C=C(C=C2)F)F)=O)C2=CC=C(C=C2)C (1,1-Bis(4-methylphenyl)-N-(2,4-difluorophenyl)-tetrahydro-3-oxo-3H-oxazolo[3,4-a]pyrazine-7(1H)-carboxamide). Yield: 67.6%. Reaction SMILES: [CH3:1][C:2]1[CH:7]=[CH:6][C:5]([C:8]2([C:18]3[CH:23]=[CH:22][C:21]([CH3:24])=[CH:20][CH:19]=3)[CH:12]3[CH2:13][NH:14][CH2:15][CH2:16][N:11]3[C:10](=[O:17])[O:9]2)=[CH:4][CH:3]=1.[F:25][C:26]1[CH:31]=[C:30]([F:32])[CH:29]=[CH:28][C:27]=1[N:33]=[C:34]=[O:35]>O1CCCC1.O>[CH3:1][C:2]1[CH:3]=[CH:4][C:5]([C:8]2([C:18]3[CH:23]=[CH:22][C:21]([CH3:24])=[CH:20][CH:19]=3)[CH:12]3[CH2:13][N:14]([C:34]([NH:33][C:27]4[CH:28]=[CH:29][C:30]([F:32])=[CH:31][C:26]=4[F:25])=[O:35])[CH2:15][CH2:16][N:11]3[C:10](=[O:17])[O:9]2)=[CH:6][CH:7]=1. Procedure: To a solution of 1,1-bis(4-methylphenyl)-hexahydro-3H-oxazolo[3,4-a]pyrazin-3-one (0.20 g, 0.62 mmol) in tetrahydrofuran (6 mL) was added 2,4-difluorophenyl isocyanate (0.090 mL, 0.76 mmol) at 0° C., and the mixture was stirred at 0° C. for 1 hour. The reaction solution was diluted with water and then extracted with ethyl acetate. The organic layer was washed with water and saturated brine, and dried over magnesium sulfate. The solid was filtered off, and the filtrate was concentrated. The resid... Starting materials: Cc1c(F)ncc([N+](=O)[O-])c1OC(C)(C)C, C1CCOC1, [Li]CCCC, N#CCC1CC1, CC(C)NC(C)C, [Cl-], [NH4+]. Yields the product Cc1c(C2CC2CC#N)ncc([N+](=O)[O-])c1OC(C)(C)C. RXN SMILES: [C:19]([CH3:20])([CH3:21])([CH3:22])[O:23][c:24]1[c:25]([CH3:34])[c:26]([F:33])[n:27][cH:28][c:29]1[N+:30](=[O:31])[O-:32].[CH2:37]1[O:38][CH2:39][CH2:40][CH2:41]1.[CH2:8]([Li:9])[CH2:10][CH2:11][CH3:12].[CH:13]1([CH2:16][C:17]#[N:18])[CH2:14][CH2:15]1.[CH:1]([NH:2][CH:3]([CH3:4])[CH3:5])([CH3:6])[CH3:7].[Cl-:35].[NH4+:36]>>[CH:13]1([CH2:16][C:17]#[N:18])[CH:14]([c:26]2[c:25]([CH3:34])[c:24]([O:23][C:19]([CH3:20])([CH3:21])[CH3:22])[c:29]([N+:30](=[O:31])[O-:32])[cH:28][n:27]2)[CH2:15]1. The reactants are C(#N)C1=C(C(=C(C(=O)O)C=C1)O)C (4-cyano-2-hydroxy-3-methylbenzoic acid), BrN1C(CCC1=O)=O (N-bromosuccinimide), O (water). The solvent is CN(C)C=O (DMF). Run at temperature 15 celsius, time 16 hour. Yields the product BrC=1C(=C(C(=C(C(=O)O)C1)O)C)C#N (5-bromo-4-cyano-2-hydroxy-3-methylbenzoic acid). Yield: 93.5%. As a reaction SMILES: [C:1]([C:3]1[CH:11]=[CH:10][C:6]([C:7]([OH:9])=[O:8])=[C:5]([OH:12])[C:4]=1[CH3:13])#[N:2].[Br:14]N1C(=O)CCC1=O.O>CN(C=O)C>[Br:14][C:11]1[C:3]([C:1]#[N:2])=[C:4]([CH3:13])[C:5]([OH:12])=[C:6]([CH:10]=1)[C:7]([OH:9])=[O:8]. Procedure details: To a solution of 4-cyano-2-hydroxy-3-methylbenzoic acid (5.50 g) in DMF (50.0 mL) was added N-bromosuccinimide (5.50 g) under ice-cooling, and the mixture was stirred at 15° C. for 16 hr. The reaction mixture was poured into water, and the mixture was extracted with ethyl acetate. The organic layer was dried over anhydrous sodium sulfate, and the solvent was evaporated under reduced pressure to give the title compound (7.40 g: containing DMF). Reactants: C(C)(C)(C)OC(=O)N1CCC(CC1)CNC (1-t-butoxycarbonyl-4-[(methylamino)methyl]piperidine), Cl.BrC1=CC=NC=C1 (4-bromopyridine hydrochloride), CC(C)([O-])C.[Na+] (Sodium t-butoxide). The reagents and catalysts are [Pd].[Pd].C(C1=CC=CC=C1)=CC(=O)C=CC1=CC=CC=C1.C(C1=CC=CC=C1)=CC(=O)C=CC1=CC=CC=C1.C(C1=CC=CC=C1)=CC(=O)C=CC1=CC=CC=C1 (tris(dibenzylideneacetone) dipalladium), C(C)(C)(C)P(C(C)(C)C)C(C)(C)C (tri-t-butyl phosphine). The solvent is O1CCOCC1 (1,4-dioxane). Conditions: temperature 60 celsius. Product: C(C)(C)(C)OC(=O)N1CCC(CC1)CN(C1=CC=NC=C1)C (1-t-butoxycarbonyl-4-{[(methyl)(pyridin-4-yl)amino]methyl}piperidine). Isolated yield 91.1%. As a reaction SMILES: [C:1]([O:5][C:6]([N:8]1[CH2:13][CH2:12][CH:11]([CH2:14][NH:15][CH3:16])[CH2:10][CH2:9]1)=[O:7])([CH3:4])([CH3:3])[CH3:2].Cl.BrC1[CH:24]=[CH:23][N:22]=[CH:21][CH:20]=1.[CH3:25]C(C)([O-])C.[Na+]>O1CCOCC1.[Pd].[Pd].C(=CC(C=CC1C=CC=CC=1)=O)C1C=CC=CC=1.C(=CC(C=CC1C=CC=CC=1)=O)C1C=CC=CC=1.C(=CC(C=CC1C=CC=CC=1)=O)C1C=CC=CC=1.C(P(C(C)(C)C)C(C)(C)C)(C)(C)C>[C:1]([O:5][C:6]([N:8]1[CH2:13][CH2:12][CH:11]([CH2:14][N:15]([CH3:25])[C:16]2[CH:24]=[CH:23][N:22]=[CH:21][CH:20]=2)[CH2:10][CH2:9]1)=[O:7])([CH3:4])([CH3:3])[CH3:2] |f:1.2,3.4,6.7.8.9.10|. Procedure details: A suspension of 1-t-butoxycarbonyl-4-[(methylamino)methyl]piperidine (4.28 g, 18.8 mmol), 4-bromopyridine hydrochloride (4.82 g, 22.5 mmol) in 1,4-dioxane (60 mL) is degassed by sonication and passing argon through the mixture for 15 minutes. Sodium t-butoxide (5.77 g, 60.0 mmol), tris(dibenzylideneacetone) dipalladium (858 mg, 0.938 mmol) and tri-t-butyl phosphine (0.5M in toluene; 3 mL, 1.50 mmol) are added sequentially. The system is sealed, evacuated and back-filled with argon (×5), then hea... Reactants: COC1=C(C=CC=C1)CC#N ((2-methoxyphenyl)acetonitrile), Cl.ClCC1=NC=CC=C1 (2-(chloromethyl)pyridine hydrochloride), [OH-].[Na+] (sodium hydroxide). Product: COC1=C(C=CC=C1)C(C#N)CC1=NC=CC=C1 (2-(2-Methoxyphenyl)-3-(2-pyridyl)propionitrile). Procedure: This intermediate (80 g.) was prepared using the procedure described in Example 14a except using 50 g. (0.339 mole) of (2-methoxyphenyl)acetonitrile, 56 g. (0.339 mole) of 2-(chloromethyl)pyridine hydrochloride, 60 g. (0.746 mole) of 50% aqueous sodium hydroxide, and 200 ml. of DMSO. RXN SMILES: [CH3:1][O:2][C:3]1[CH:8]=[CH:7][CH:6]=[CH:5][C:4]=1[CH2:9][C:10]#[N:11].Cl.Cl[CH2:14][C:15]1[CH:20]=[CH:19][CH:18]=[CH:17][N:16]=1.[OH-].[Na+]>CS(C)=O>[CH3:1][O:2][C:3]1[CH:8]=[CH:7][CH:6]=[CH:5][C:4]=1[CH:9]([CH2:14][C:15]1[CH:20]=[CH:19][CH:18]=[CH:17][N:16]=1)[C:10]#[N:11] |f:1.2,3.4|. The solvent is CS(=O)C (DMSO).